Dataset: the Open Reaction Database (ORD), a public repository of structured organic reaction records. Task: describe an organic reaction: reactants, conditions, products, and yield Starting materials: BrC1=C(C=CC(=C1F)Cl)NC(C(F)(F)F)=O (N-(2-bromo-4-chloro-3-fluorophenyl)-2,2,2-trifluoroacetamide), FC(C(=O)OC(C(F)(F)F)=O)(F)F (2,2,2-trifluoroacetic anhydride), C([O-])([O-])=O.[Na+].[Na+] (sodium carbonate), ClC1=C(C=C(N)C=C1)F (4-chloro-3-fluoroaniline). Solvent: CCOCC (Et2O), CCCCCC (hexane). Run at time 1 hour. The product is ClC1=C(C=C(C=C1)NC(C(F)(F)F)=O)F (N-(4-chloro-3-fluorophenyl)-2,2,2-trifluoroacetamide). RXN SMILES: Br[C:2]1[C:7]([F:8])=[C:6]([Cl:9])[CH:5]=[CH:4][C:3]=1[NH:10][C:11](=[O:16])[C:12]([F:15])([F:14])[F:13].FC(F)(F)C(OC(=O)C(F)(F)F)=O.C(=O)([O-])[O-].[Na+].[Na+].ClC1C=CC(N)=CC=1F>CCOCC.CCCCCC>[Cl:9][C:6]1[CH:5]=[CH:4][C:3]([NH:10][C:11](=[O:16])[C:12]([F:14])([F:15])[F:13])=[CH:2][C:7]=1[F:8] |f:2.3.4|. Procedure: N-(2-bromo-4-chloro-3-fluorophenyl)-2,2,2-trifluoroacetamide: 2,2,2-trifluoroacetic anhydride (5.77 mL, 41.2 mmol) was added dropwise to a stirring mixture of sodium carbonate (6.19 g, 58.4 mmol) and 4-chloro-3-fluoroaniline (5.0 g, 34.3 mmol) in Et2O (50 mL) at −10° C. After 1 h, hexane (30 mL) was added and the reaction mixture filtered. The filtrate was washed with ice-water, 10% aq. NaHCO3 solution, and then brine. The organic phase was treated with activated charcoal, dried over sodium sulf... Starting materials: O(C1=CC=CC=C1)CCO (2-(phenoxy)ethanol), CS(=O)(=O)Cl (methanesulfonyl chloride). Run in C(Cl)Cl (methylene chloride). Yields the product CS(=O)(=O)OCCOC1=CC=CC=C1 (1-methanesulfonyloxy-2-(phenoxy)ethane). Reaction SMILES: [O:1]([CH2:8][CH2:9][OH:10])[C:2]1[CH:7]=[CH:6][CH:5]=[CH:4][CH:3]=1.[CH3:11][S:12](Cl)(=[O:14])=[O:13]>C(Cl)Cl>[CH3:11][S:12]([O:10][CH2:9][CH2:8][O:1][C:2]1[CH:7]=[CH:6][CH:5]=[CH:4][CH:3]=1)(=[O:14])=[O:13]. Procedure details: To a solution of 2-(phenoxy)ethanol (1.35 g, 9.78 mmoles) and triethytamine (2.04 ml, 14.7 mmoles) in methylene chloride (30 ml) was added methanesulfonyl chloride (0.91 ml, 12 mmoles) with stirring under ice-cooling and the mixture was further stirred under ice-cooling for 10 minutes. The reaction solution was washed with water and the aqueous layer was extracted with methylene chloride (30 ml×3). The methylene chloride layers were combined and dried over anhydrous magnesium sulfate. After the ...